From a dataset of the Open Reaction Database (ORD), a public repository of structured organic reaction records. describe an organic reaction: reactants, conditions, products, and yield Reactants: CN1N=C(C(=C1)N1C(N(C=2C=NC=3C=CC(=CC3C21)C=2C=NC=C(C2)C(C)(C)O)C)=O)C (1-(1,3-dimethyl-1H-pyrazol-4-yl)-8-[5-(1-hydroxy-1-methyl-ethyl)-pyridin-3-yl]-3-methyl-1,3-dihydro-imidazo[4,5-c]quinolin-2-one), ICC (iodethane), IC (iodomethane). Yields the product CN1N=C(C(=C1)N1C(N(C=2C=NC=3C=CC(=CC3C21)C=2C=NC=C(C2)C(C)(C)OCC)C)=O)C (1-(1,3-Dimethyl-1H-pyrazol-4-yl)-8-[5-(1-ethoxy-1-methyl-ethyl)-pyridin-3-yl]-3-methyl-1,3-dihydro-imidazo[4,5-c]quinolin-2-one). RXN SMILES: [CH3:1][N:2]1[CH:6]=[C:5]([N:7]2[C:19]3[C:18]4[CH:17]=[C:16]([C:20]5[CH:21]=[N:22][CH:23]=[C:24]([C:26]([OH:29])([CH3:28])[CH3:27])[CH:25]=5)[CH:15]=[CH:14][C:13]=4[N:12]=[CH:11][C:10]=3[N:9]([CH3:30])[C:8]2=[O:31])[C:4]([CH3:32])=[N:3]1.I[CH2:34][CH3:35].IC>>[CH3:1][N:2]1[CH:6]=[C:5]([N:7]2[C:19]3[C:18]4[CH:17]=[C:16]([C:20]5[CH:21]=[N:22][CH:23]=[C:24]([C:26]([O:29][CH2:34][CH3:35])([CH3:28])[CH3:27])[CH:25]=5)[CH:15]=[CH:14][C:13]=4[N:12]=[CH:11][C:10]=3[N:9]([CH3:30])[C:8]2=[O:31])[C:4]([CH3:32])=[N:3]1. Procedure: The title compound was synthesized in a similar manner as described for Example 104 using 1-(1,3-dimethyl-1H-pyrazol-4-yl)-8-[5-(1-hydroxy-1-methyl-ethyl)-pyridin-3-yl]-3-methyl-1,3-dihydro-imidazo[4,5-c]quinolin-2-one (Example 215.2, 0.063 mmol) and iodethane as replacement for the iodomethane to give the title compound as a film. (HPLC: tR 2.30 min (Method A); M+H=457 MS-ES; 1H-NMR (d6-DMSO, 400 MHz) 8.99 (s, 1H), 8.69-8.67 (m, 1H), 8.63-8.61 (m, 1H), 8.16-8.12 (m, 2H), 8.03-7.98 (m, 1H), 7.77... Starting materials: B, C1CCOC1, Cc1ccc2c(c1)c1c(OCCNC=O)cccc1n2Cc1ccccc1, CSC. The product is CNCCOc1cccc2c1c1cc(C)ccc1n2Cc1ccccc1. RXN SMILES: [BH3:4].[CH2:32]1[O:33][CH2:34][CH2:35][CH2:36]1.[CH2:5]([c:6]1[cH:7][cH:8][cH:9][cH:10][cH:11]1)[n:12]1[c:13]2[cH:14][cH:15][c:16]([CH3:31])[cH:17][c:18]2[c:19]2[c:20]([O:25][CH2:26][CH2:27][NH:28][CH:29]=[O:30])[cH:21][cH:22][cH:23][c:24]12.[CH3:1][S:2][CH3:3]>>[CH2:5]([c:6]1[cH:7][cH:8][cH:9][cH:10][cH:11]1)[n:12]1[c:13]2[cH:14][cH:15][c:16]([CH3:31])[cH:17][c:18]2[c:19]2[c:20]([O:25][CH2:26][CH2:27][NH:28][CH3:29])[cH:21][cH:22][cH:23][c:24]12.